This data is from the Open Reaction Database (ORD), a public repository of structured organic reaction records. The task is: describe an organic reaction: reactants, conditions, products, and yield The reactants are COC(=O)CBr, O=C(Nc1nccc2ccc(C(F)(F)F)cc12)OCc1ccccc1, [H-], [Na+], CN(C)C=O. The product is COC(=O)CN(C(=O)OCc1ccccc1)c1nccc2ccc(C(F)(F)F)cc12. RXN SMILES: [Br:28][CH2:29][C:30](=[O:31])[O:32][CH3:33].[F:1][C:2]([c:3]1[cH:4][cH:5][c:6]2[cH:7][cH:8][n:9][c:10]([NH:13][C:14]([O:15][CH2:16][c:17]3[cH:18][cH:19][cH:20][cH:21][cH:22]3)=[O:23])[c:11]2[cH:12]1)([F:24])[F:25].[H-:27].[Na+:26].[O:34]=[CH:35][N:36]([CH3:37])[CH3:38]>>[F:1][C:2]([c:3]1[cH:4][cH:5][c:6]2[cH:7][cH:8][n:9][c:10]([N:13]([C:14]([O:15][CH2:16][c:17]3[cH:18][cH:19][cH:20][cH:21][cH:22]3)=[O:23])[CH2:29][C:30](=[O:31])[O:32][CH3:33])[c:11]2[cH:12]1)([F:24])[F:25]. The reactants are COC1=C2CCC(C2=CC(=C1OCOC)OC)=O (4,6-dimethoxy-5-methoxymethoxyindan-1-one), CC1=CC=C(C=C1)N=CC=1C(=CC2=C(OCO2)C1)N (6[[(4-methylphenyl)imino]methyl]-1,3-benzodioxol-5-amine). Yields the product COC=1C(=C(C=2CC=3C(=NC=4C=C5C(=CC4C3)OCO5)C2C1)OC)OCOC (7,9-dimethoxy-8-methoxymethoxy-10H-1,3-dioxolo[4,5-g]indeno[1,2-b]quinoline). Yield: 78.7%. RXN SMILES: [CH3:1][O:2][C:3]1[C:11]([O:12][CH2:13][O:14][CH3:15])=[C:10]([O:16][CH3:17])[CH:9]=[C:8]2[C:4]=1[CH2:5][CH2:6][C:7]2=O.CC1C=CC(N=[CH:27][C:28]2[C:29]([NH2:37])=[CH:30][C:31]3[O:35][CH2:34][O:33][C:32]=3[CH:36]=2)=CC=1>>[CH3:17][O:16][C:10]1[C:11]([O:12][CH2:13][O:14][CH3:15])=[C:3]([O:2][CH3:1])[C:4]2[CH2:5][C:6]3[C:7]([C:8]=2[CH:9]=1)=[N:37][C:29]1[CH:30]=[C:31]2[O:35][CH2:34][O:33][C:32]2=[CH:36][C:28]=1[CH:27]=3. Reported procedure: Using the procedure of Example 1, 4,6-dimethoxy-5-methoxymethoxyindan-1-one (100 mg, 0.4 mmol) is reacted with 6[[(4-methylphenyl)imino]methyl]-1,3-benzodioxol-5-amine (101 mg, 0.4 mmol) to yields 7,9-dimethoxy-8-methoxymethoxy-10H-1,3-dioxolo[4,5-g]indeno[1,2-b]quinoline (120 mg, 79% of theory). This material was used directly in part (B). Reactants: C1(CC1)B(O)O (cyclopropylboronic acid), C1(CCCCC1)P(C1CCCCC1)C1CCCCC1 (tricyclohexylphosphine), C1(CC1)B(O)O (cyclopropylboronic acid), C1(CCCCC1)P(C1CCCCC1)C1CCCCC1 (tricyclohexylphosphine), C1(CC1)B(O)O (cyclopropylboronic acid), C1(CCCCC1)P(C1CCCCC1)C1CCCCC1 (tricyclohexylphosphine), ClC=1C(=NC=CC1)Br (3-Chloro-2-bromopyridine), [O-]P(=O)([O-])[O-].[K+].[K+].[K+] (potassium phosphate tribasic). Reagents/catalysts: C(C)(=O)[O-].[Pd+2].C(C)(=O)[O-] (palladium acetate), C(C)(=O)[O-].[Pd+2].C(C)(=O)[O-] (palladium acetate), C(C)(=O)[O-].[Pd+2].C(C)(=O)[O-] (palladium acetate). Solvent: C1(=CC=CC=C1)C (toluene), C(C)(=O)OCC (ethyl acetate), O (water). Run at temperature 100 celsius, time 2 hour. Yields the product C1(CC1)C1=NC=CC=C1C1CC1 (2,3-Dicyclopropylpyridine), oil. Yield: 16.0%. RXN SMILES: Cl[C:2]1[C:3](Br)=[N:4][CH:5]=[CH:6][CH:7]=1.[O-]P([O-])([O-])=O.[K+].[K+].[K+].[CH:17]1(B(O)O)[CH2:19][CH2:18]1.C1(P([CH:36]2[CH2:41][CH2:40]CCC2)C2CCCCC2)CCCCC1>C1(C)C=CC=CC=1.O.C(OCC)(=O)C.C([O-])(=O)C.[Pd+2].C([O-])(=O)C>[CH:17]1([C:3]2[C:2]([CH:40]3[CH2:41][CH2:36]3)=[CH:7][CH:6]=[CH:5][N:4]=2)[CH2:19][CH2:18]1 |f:1.2.3.4,10.11.12|. Reported procedure: 3-Chloro-2-bromopyridine (5.0 g, 26.0 mmol) and potassium phosphate tribasic (19.3 g, 90.9 mmol) were suspended in toluene (40 mL) and water (2 mL). The reaction mixture was sonicated for 10 minutes, and then cyclopropylboronic acid (1.12 g, 13.0 mmol), palladium acetate (0.093 g, 0.414 mmol) and tricyclohexylphosphine (0.243 g, 0.867 mmol) were added to the reaction mixture, which was then placed in a pre heated DrySyn® bath at 100° C. The reaction mixture was then left to stir under nitrogen f... The reactants are C(CCC)[Li] (n-Buyllithium), solution, CC1=CC=NO1 (5-methylisoxazole), [Li] (lithium), [Li+].CC(C)[N-]C(C)C (LDA), C1(CC1)C(=O)Cl (cyclopropanecarboxylic acid chloride). Run in CCCCCC (hexane), C1CCOC1 (THF), C1CCOC1 (THF). Conditions: temperature -78 celsius, time 10 minute. The product is C(C)(=O)C(C#N)C(=O)C1CC1 (α-Acetyl-β-cyclopropyl-β-oxopropionitrile). Isolated yield 29.9%. Reaction SMILES: C([Li])CCC.[CH3:6][C:7]1[O:11][N:10]=[CH:9][CH:8]=1.[Li].[Li+].CC([N-]C(C)C)C.[CH:21]1([C:24](Cl)=[O:25])[CH2:23][CH2:22]1>CCCCCC.C1COCC1>[C:7]([CH:8]([C:24]([CH:21]1[CH2:23][CH2:22]1)=[O:25])[C:9]#[N:10])(=[O:11])[CH3:6] |f:3.4,^1:11|. Procedure: n-Buyllithium (19.44 ml, 52.5 mmole of a 2.7 M solution in hexane) was added at -15° C. to a solution of diisopropylalmine (5.31g, 52.5 mmole) in 80 ml of dry THF. After 10 min the cooling bath was lowered to -70° C. and 5-methylisoxazole (4.15 g, 50 mmoles) was added to the lithium diidopropylalmine (LDA) solution followed in 30 min by the dropwise addition of cyclopropanecarboxylic acid chloride (5.33 g, 50 mmoles) in 15 ml of THF. The reaction mixture was then stirred at -78° C. for 30 min an... Starting materials: C1=CC=CC=2OC3=CC=CC=C3NC12 (phenoxazine), [OH-].[K+] (KOH), C([O-])([O-])=O.[K+].[K+] (potassium carbonate), C(C)I (ethyl iodide), C1=CC=CC=2OC3=CC=CC=C3NC12 (phenoxazine). Reagents/catalysts: S(=O)(=O)(O)[O-].C(CCC)[N+](CCCC)(CCCC)CCCC (tetra-n-butylammonium hydrogensulfate). Run in C1(=CC=CC=C1)C (toluene), C1(=CC=CC=C1)C (toluene). The product is C(C)N1C2=CC=CC=C2OC=2C=CC=CC12 (10-ethylphenoxazine). Isolated yield 78.5%. RXN SMILES: [CH:1]1[C:14]2[NH:13][C:12]3[C:7](=[CH:8][CH:9]=[CH:10][CH:11]=3)[O:6][C:5]=2[CH:4]=[CH:3][CH:2]=1.[OH-].[K+].C(=O)([O-])[O-].[K+].[K+].[CH2:23](I)[CH3:24]>S([O-])(O)(=O)=O.C([N+](CCCC)(CCCC)CCCC)CCC.C1(C)C=CC=CC=1>[CH2:23]([N:13]1[C:14]2[CH:1]=[CH:2][CH:3]=[CH:4][C:5]=2[O:6][C:7]2[C:12]1=[CH:11][CH:10]=[CH:9][CH:8]=2)[CH3:24] |f:1.2,3.4.5,7.8|. Procedure: Into a reaction flask were introduced 3.0 g (16.4 mmol) of phenoxazine, 6.5 g (98.5 mmol) of 85% KOH, 3.7 g (26.8 mmol) of potassium carbonate, 577 mg (1.7 mmol) of tetra-n-butylammonium hydrogensulfate, and 100 ml of toluene. Thereto was gradually added 5.1 g (32.7 mmol) of ethyl iodide with a dropping funnel (slight heat generation occurred). Subsequently, the mixture was reacted at 60° to 80° C. for 7 hours. After the disappearance of the phenoxazine was ascertained by TLC and gas chromatogra... Starting materials: BrC=1C=CC(=NC1)OC (5-Bromo-2-methoxypyridine), O (water), CC1(OB(OC1(C)C)C=1C=C(C=CC1)NC1=NC=CC(=N1)C(F)(F)F)C (N-[3-(4,4,5,5-tetramethyl-1,3,2-dioxaborolan-2-yl)phenyl]-4-(trifluoromethyl)pyrimidin-2-amine), [F-].[K+] (potassium fluoride), stock solution, butyl[di-(3S,5S,7S)-tricyclo[3.3.1.13,7]dec-1-yl]phosphane. Reagents/catalysts: C(C)(=O)[O-].[Pd+2].C(C)(=O)[O-] (palladium(II) acetate). Run in C1CCOC1 (THF). Reaction conditions: temperature 75 celsius. The product is COC1=CC=C(C=N1)C=1C=C(C=CC1)NC1=NC=CC(=N1)C(F)(F)F (N-[3-(6-methoxypyridin-3-yl)phenyl]-4-(trifluoromethyl)pyrimidin-2-amine). RXN SMILES: CC1(C)C(C)(C)OB([C:9]2[CH:10]=[C:11]([NH:15][C:16]3[N:21]=[C:20]([C:22]([F:25])([F:24])[F:23])[CH:19]=[CH:18][N:17]=3)[CH:12]=[CH:13][CH:14]=2)O1.[F-].[K+].Br[C:30]1[CH:31]=[CH:32][C:33]([O:36][CH3:37])=[N:34][CH:35]=1.O>C1COCC1.C([O-])(=O)C.[Pd+2].C([O-])(=O)C>[CH3:37][O:36][C:33]1[N:34]=[CH:35][C:30]([C:9]2[CH:10]=[C:11]([NH:15][C:16]3[N:21]=[C:20]([C:22]([F:23])([F:24])[F:25])[CH:19]=[CH:18][N:17]=3)[CH:12]=[CH:13][CH:14]=2)=[CH:31][CH:32]=1 |f:1.2,6.7.8|. Procedure: N-[3-(4,4,5,5-tetramethyl-1,3,2-dioxaborolan-2-yl)phenyl]-4-(trifluoromethyl)pyrimidin-2-amine (150 mg, 0.411 mmol) and potassium fluoride (71.6 mg, 1.23 mmol) were added to 3.00 mL of a stock solution of palladium(II) acetate (4.61 mg, 0.021 mmol) and butyl[di-(3S,5S,7S)-tricyclo[3.3.1.13,7]dec-1-yl]phosphane (14.7 mg, 0.041 mmol) in THF (3.00 mL) under nitrogen. 5-Bromo-2-methoxypyridine (0.069 mL, 0.534 mmol) and water (1.00 mL) were then added to the reaction mixture and was heated to 75° C.... The reactants are CC(C)(C)[O-].[K+] (KOtBu), CC(C)(C)[O-].[K+] (KOtBu), CN1C(N(C(C=C1)=O)C)=O (1,3-Dimethylpyrimidine-2,4(1H,3H)-dione), C=1(C(=CC=CC1)S(=O)(=O)C[N+]#[C-])C (toluenesulfonylmethyl isocyanide). Solvent: CC1CCCO1 (2-MeTHF), CC1CCCO1 (2-MeTHF), CO (MeOH), CC1CCCO1 (2-MeTHF). Conditions: temperature 0 celsius, time 5 minute. Yields the product CN1C(N(C(C=2C1=CNC2)=O)C)=O (1,3-Dimethyl-1H-pyrrolo[3,4-d]pyrimidine-2,4(3H,6H)-dione). As a reaction SMILES: [CH3:1][N:2]1[CH:7]=[CH:6][C:5](=[O:8])[N:4]([CH3:9])[C:3]1=[O:10].C1(C)C(S([CH2:20][N+:21]#[C-:22])(=O)=O)=CC=CC=1.CC([O-])(C)C.[K+]>CC1OCCC1.CO>[CH3:1][N:2]1[C:7]2=[CH:20][NH:21][CH:22]=[C:6]2[C:5](=[O:8])[N:4]([CH3:9])[C:3]1=[O:10] |f:2.3|. Procedure: 1,3-Dimethylpyrimidine-2,4(1H,3H)-dione (commercially available, 40 g, 285 mmol) and toluenesulfonylmethyl isocyanide (commercially available, 84 g, 428 mmol) were dissolved in 2-MeTHF (1000 mL) under nitrogen at 30° C. and held for 5 mins. The vessel was cooled to 0° C. (internal). A solution of KOtBu (commercially available, 64.1 g, 571 mmol) in 2-MeTHF (500 mL was then added to the solution via a dropping funnel over 0.5 h, such that the internal temperature remained below 5° C. On addition o... Starting materials: C(#CC)C=1C=NNC1 (4-(prop-1-yn-1-yl)-1H-pyrazole), C(#CC)C=1C=NNC1 (4-(prop-1-yn-1-yl)-1H-pyrazole), C1(CC1)C#C (cyclopropylacetylene). Product: C1(CC1)C#CC=1C=NNC1 (4-(cyclopropylethynyl)-1H-pyrazole). Reaction SMILES: [C:1]([C:4]1[CH:5]=[N:6][NH:7][CH:8]=1)#[C:2][CH3:3].[CH:9]1(C#C)C[CH2:10]1>>[CH:3]1([C:2]#[C:1][C:4]2[CH:5]=[N:6][NH:7][CH:8]=2)[CH2:10][CH2:9]1. Procedure details: The title compound was synthesized according to the procedure described for 4-(prop-1-yn-1-yl)-1H-pyrazole (intermediate 61) above, but using cyclopropylacetylene. LC/MS (ESI−) m/z=133.1 (M+H). Reactants: O1CCN(CC1)C=1OC=2C(N1)=C(C=CC2)C(=O)O (2-morpholinobenzoxazole-4-carboxylic acid), NC1CCN(CC1)C (4-amino-1-methylpiperidine). The product is CN1CCC(CC1)NC(=O)C=1C=CC=C2C1N=C(O2)N2CCOCC2 (N-(1-methylpiperidin-4-yl)-2-morpholinobenzoxazole-4-carboxamide). Reaction SMILES: [O:1]1[CH2:6][CH2:5][N:4]([C:7]2[O:8][C:9]3[C:10](=[C:12]([C:16]([OH:18])=O)[CH:13]=[CH:14][CH:15]=3)[N:11]=2)[CH2:3][CH2:2]1.[NH2:19][CH:20]1[CH2:25][CH2:24][N:23]([CH3:26])[CH2:22][CH2:21]1>>[CH3:26][N:23]1[CH2:24][CH2:25][CH:20]([NH:19][C:16]([C:12]2[CH:13]=[CH:14][CH:15]=[C:9]3[O:8][C:7]([N:4]4[CH2:3][CH2:2][O:1][CH2:6][CH2:5]4)=[N:11][C:10]=23)=[O:18])[CH2:21][CH2:22]1. Reported procedure: Following general procedure GP-C1, a mixture of 2-morpholinobenzoxazole-4-carboxylic acid and 4-amino-1-methylpiperidine were coupled to provide N-(1-methylpiperidin-4-yl)-2-morpholinobenzoxazole-4-carboxamide, which was converted to the hydrochloride salt following general procedure GP-D1. 1H NMR and MS consistent. Reactants: COC(=O)CBr, O=C([O-])[O-], CC#N, [K+], [K+], O=C1CCCc2c(O)cccc21. The product is COC(=O)COc1cccc2c1CCCC2=O. RXN SMILES: [Br:19][CH2:20][C:21](=[O:22])[O:23][CH3:24].[C:13](=[O:14])([O-:15])[O-:16].[CH3:25][C:26]#[N:27].[K+:17].[K+:18].[OH:1][c:2]1[cH:3][cH:4][cH:5][c:6]2[c:11]1[CH2:10][CH2:9][CH2:8][C:7]2=[O:12]>>[O:1]([c:2]1[cH:3][cH:4][cH:5][c:6]2[c:11]1[CH2:10][CH2:9][CH2:8][C:7]2=[O:12])[CH2:20][C:21](=[O:22])[O:23][CH3:24].